This data is from the Open Reaction Database (ORD), a public repository of structured organic reaction records. The task is: describe an organic reaction: reactants, conditions, products, and yield The reactants are C(C)C1=CC=C(CC=2C=C(C=C(C2C)B2OC(C(O2)(C)C)(C)C)C2(O)[C@H](OC(C)=O)[C@@H](OC(C)=O)[C@H](OC(C)=O)[C@H](O2)COC(C)=O)C=C1 (3-(4-ethylbenzyl)-4-methyl-5-(4,4,5,5-tetramethyl-1,3,2-dioxaborolan-2-yl)-1-(2,3,4,6-tetra-O-acetyl-D-glucopyranos-1-yl)-benzene), OO (hydrogen peroxide), C(C)(=O)OCC (ethyl acetate), O (water). Run in C(C)(=O)O (acetic acid). Product: C(C)C1=CC=C(CC=2C(=C(C=C(C2)C2(O)[C@H](OC(C)=O)[C@@H](OC(C)=O)[C@H](OC(C)=O)[C@H](O2)COC(C)=O)O)C)C=C1 (3-(4-Ethylbenzyl)-1-hydroxy-2-methyl-5-(2,3,4,6-tetra-O-acetyl-D-glucopyranos-1-yl)-benzene). As a reaction SMILES: [CH2:1]([C:3]1[CH:49]=[CH:48][C:6]([CH2:7][C:8]2[CH:9]=[C:10]([C:24]3([O:42][C@H:41]([CH2:43][O:44][C:45](=[O:47])[CH3:46])[C@@H:36]([O:37][C:38](=[O:40])[CH3:39])[C@H:31]([O:32][C:33](=[O:35])[CH3:34])[C@H:26]3[O:27][C:28](=[O:30])[CH3:29])O)[CH:11]=[C:12](B3OC(C)(C)C(C)(C)O3)[C:13]=2[CH3:14])=[CH:5][CH:4]=1)[CH3:2].OO.C(OCC)(=[O:54])C.[OH2:58]>C(O)(=O)C>[CH2:1]([C:3]1[CH:4]=[CH:5][C:6]([CH2:7][C:8]2[C:13]([CH3:14])=[C:12]([OH:54])[CH:11]=[C:10]([C:24]3([O:42][C@H:41]([CH2:43][O:44][C:45](=[O:47])[CH3:46])[C@@H:36]([O:37][C:38](=[O:40])[CH3:39])[C@H:31]([O:32][C:33](=[O:35])[CH3:34])[C@H:26]3[O:27][C:28](=[O:30])[CH3:29])[OH:58])[CH:9]=2)=[CH:48][CH:49]=1)[CH3:2]. Procedure: A solution of 3-(4-ethylbenzyl)-4-methyl-5-(4,4,5,5-tetramethyl-1,3,2-dioxaborolan-2-yl)-1-(2,3,4,6-tetra-O-acetyl-D-glucopyranos-1-yl)-benzene (0.64 g) in acetic acid (3 mL) is treated with hydrogen peroxide solution (0.2 mL, 35% in water) for 3 h. Then, ethyl acetate and water are added. The organic layer is separated and washed with aqueous NaHCO3 solution, water and brine. After drying (magnesium sulphate) of the organic solution, the solvent is removed under reduced pressure and the residue...